Dataset: the Open Reaction Database (ORD), a public repository of structured organic reaction records. Task: describe an organic reaction: reactants, conditions, products, and yield Reactants: Brc1cccnc1, CC(C)(C)OC(=O)N1CC2CC1CN2. RXN SMILES: [Br:15][c:16]1[cH:17][n:18][cH:19][cH:20][cH:21]1.[CH:1]12[N:2]([C:8](=[O:9])[O:10][C:11]([CH3:12])([CH3:13])[CH3:14])[CH2:3][CH:4]([NH:5][CH2:6]1)[CH2:7]2>>[CH:1]12[N:2]([C:8](=[O:9])[O:10][C:11]([CH3:12])([CH3:13])[CH3:14])[CH2:3][CH:4]([N:5]([c:16]3[cH:17][n:18][cH:19][cH:20][cH:21]3)[CH2:6]1)[CH2:7]2. The product is CC(C)(C)OC(=O)N1CC2CC1CN2c1cccnc1. Procedure details: This compound was prepared according to the procedure used to synthesize the compound of Example 11. A mixture of 5.5 g (0.03 mole) of 1,1'-carbonyldiimidazole, 3.0 g (0.03 mole) of unsym-dimethylethylenediamine and 7.0 g (0.03 mole) of 1-(4-nitrophenyl)piperazine in a total volume of 200 ml of tetrahydrofuran gave an oil that solidified. The solid was recrystallized from benzene to give 5.8 g (54%) of the title compound as a yellow solid, m.p. 115°-120° C. Yield: 54.0%. RXN SMILES: [CH3:1][N:2]([CH3:21])[CH2:3][CH2:4][NH:5][C:6]([N:8]1[CH2:13][CH2:12][N:11]([C:14]2[CH:19]=[CH:18][C:17](F)=[CH:16][CH:15]=2)[CH2:10][CH2:9]1)=[O:7].C(N1C=CN=C1)(N1C=CN=C1)=O.CN(CCN)C.[N+:40](C1C=CC(N2CCNCC2)=CC=1)([O-:42])=[O:41]>O1CCCC1>[CH3:1][N:2]([CH3:21])[CH2:3][CH2:4][NH:5][C:6]([N:8]1[CH2:13][CH2:12][N:11]([C:14]2[CH:19]=[CH:18][C:17]([N+:40]([O-:42])=[O:41])=[CH:16][CH:15]=2)[CH2:10][CH2:9]1)=[O:7]. Run in O1CCCC1 (tetrahydrofuran). Yields the product CN(CCNC(=O)N1CCN(CC1)C1=CC=C(C=C1)[N+](=O)[O-])C (N-[2-(Dimethylamino)ethyl]-4-(4-nitrophenyl)-1-piperazinecarboxamide). Reactants: CN(CCNC(=O)N1CCN(CC1)C1=CC=C(C=C1)F)C (N-[2-(Dimethylamino)ethyl]-4-(4-fluorophenyl)-1-piperazinecarboxamide), C(=O)(N1C=NC=C1)N1C=NC=C1 (1,1'-carbonyldiimidazole), CN(C)CCN (unsym-dimethylethylenediamine), [N+](=O)([O-])C1=CC=C(C=C1)N1CCNCC1 (1-(4-nitrophenyl)piperazine). The reactants are O=c1ccc(Br)c[nH]1, O=C([O-])[O-], CCc1ccc(CBr)cc1, CN(C)C=O, CCOC(C)=O, [K+], [K+]. Product: CCc1ccc(Cn2cc(Br)ccc2=O)cc1. Reaction SMILES: [Br:1][c:2]1[cH:3][cH:4][c:5](=[O:8])[nH:6][cH:7]1.[C:19](=[O:20])([O-:21])[O-:22].[CH2:9]([CH3:10])[c:11]1[cH:12][cH:13][c:14]([CH2:15][Br:16])[cH:17][cH:18]1.[CH3:25][N:26]([CH3:27])[CH:28]=[O:29].[CH3:30][CH2:31][O:32][C:33](=[O:34])[CH3:35].[K+:23].[K+:24]>>[Br:1][c:2]1[cH:3][cH:4][c:5](=[O:8])[n:6]([CH2:15][c:14]2[cH:13][cH:12][c:11]([CH2:9][CH3:10])[cH:18][cH:17]2)[cH:7]1.